Dataset: the Open Reaction Database (ORD), a public repository of structured organic reaction records. Task: describe an organic reaction: reactants, conditions, products, and yield The reactants are CC(C)(C)OC(=O)N1CCC(F)(c2ncc(CO)s2)CC1, CS(=O)(=O)Cl, ClCCl, c1ccncc1. Product: CC(C)(C)OC(=O)N1CCC(F)(c2ncc(CCl)s2)CC1. RXN SMILES: [C:1]([CH3:2])([CH3:3])([CH3:4])[O:5][C:6](=[O:7])[N:8]1[CH2:9][CH2:10][C:11]([c:14]2[s:15][c:16]([CH2:19][OH:20])[cH:17][n:18]2)([F:21])[CH2:12][CH2:13]1.[CH3:28][S:29]([Cl:30])(=[O:31])=[O:32].[Cl:33][CH2:34][Cl:35].[cH:22]1[cH:23][cH:24][n:25][cH:26][cH:27]1>>[C:1]([CH3:2])([CH3:3])([CH3:4])[O:5][C:6](=[O:7])[N:8]1[CH2:9][CH2:10][C:11]([c:14]2[s:15][c:16]([CH2:19][Cl:30])[cH:17][n:18]2)([F:21])[CH2:12][CH2:13]1. The reactants are CCOC(=O)c1c(-c2ccc(-c3ccccn3)cc2)n(C)n(-c2ccc(C#N)cc2)c1=O, O=C([O-])[O-], CCO, [K+], [K+], O. Yields the product Cn1c(-c2ccc(-c3ccccn3)cc2)c(C(=O)O)c(=O)n1-c1ccc(C#N)cc1. RXN SMILES: [C:1](#[N:2])[c:3]1[cH:4][cH:5][c:6](-[n:9]2[n:10]([CH3:32])[c:11](-[c:20]3[cH:21][cH:22][c:23](-[c:26]4[n:27][cH:28][cH:29][cH:30][cH:31]4)[cH:24][cH:25]3)[c:12]([C:15](=[O:16])[O:17][CH2:18][CH3:19])[c:13]2=[O:14])[cH:7][cH:8]1.[C:33](=[O:34])([O-:35])[O-:36].[CH3:39][CH2:40][OH:41].[K+:37].[K+:38].[OH2:42]>>[C:1](#[N:2])[c:3]1[cH:4][cH:5][c:6](-[n:9]2[n:10]([CH3:32])[c:11](-[c:20]3[cH:21][cH:22][c:23](-[c:26]4[n:27][cH:28][cH:29][cH:30][cH:31]4)[cH:24][cH:25]3)[c:12]([C:15](=[O:16])[OH:17])[c:13]2=[O:14])[cH:7][cH:8]1. Starting materials: OCCCCO (1,4-dihydroxybutane), [H-].[Na+] (sodium hydride), solution, FC1=C(CBr)C=C(C=C1)Br (2-fluoro-5-bromobenzyl bromide). Solvent: CN(C=O)C (N,N-dimethylformamide). Run at time 50 minute. Yields the product FC1=C(COCCCCO)C=C(C=C1)Br (4-(2-fluoro-5-bromobenzyloxy)butanol). As a reaction SMILES: [OH:1][CH2:2][CH2:3][CH2:4][CH2:5][OH:6].[H-].[Na+].[F:9][C:10]1[CH:17]=[CH:16][C:15]([Br:18])=[CH:14][C:11]=1[CH2:12]Br>CN(C)C=O>[F:9][C:10]1[CH:17]=[CH:16][C:15]([Br:18])=[CH:14][C:11]=1[CH2:12][O:1][CH2:2][CH2:3][CH2:4][CH2:5][OH:6] |f:1.2|. Reported procedure: A solution of 1,4-dihydroxybutane (4.0 ml, 45.13 mmol) in N,N-dimethylformamide (62 ml) was treated with sodium hydride (1.98 g of a 60% solution, 49.63 mmol), and stirred for about 50 minutes at ambient temperature. The resulting mixture was cooled to 0° C. and treated with 2-fluoro-5-bromobenzyl bromide (3.0 g, 11.28 mmol). The reaction mixture was then stirred for four hours at ambient temperature. The reaction was quenched with water. The aqueous fraction was extracted with methylene chlorid... Reactants: [C@@H]1(CCCC2=CC=CC=C12)N ((S)-1,2,3,4-tetrahydro-1-naphthylamine), C(C)(=O)OC(C)=O (acetic anhydride). Solvent: C1(=CC=CC=C1)C (toluene). Reaction conditions: time 8 hour. The product is [C@@H]1(CCCC2=CC=CC=C12)C1=C(C2=CC=CC=C2C=C1)NC(C)=O ((S)-N-(1,2,3,4-tetrahydro-1-naphthyl-1-naphthyl)acetamide). RXN SMILES: [C@@H:1]1([NH2:11])[C:10]2[C:5](=[CH:6][CH:7]=[CH:8][CH:9]=2)[CH2:4][CH2:3][CH2:2]1.C(O[C:16](=[O:18])[CH3:17])(=O)C>C1(C)C=CC=CC=1>[C@@H:9]1([C:2]2[CH:3]=[CH:4][C:5]3[C:10](=[CH:9][CH:8]=[CH:7][CH:6]=3)[C:1]=2[NH:11][C:16](=[O:18])[CH3:17])[C:10]2[C:5](=[CH:4][CH:3]=[CH:2][CH:1]=2)[CH2:6][CH2:7][CH2:8]1. Reported procedure: (S)-1,2,3,4-tetrahydro-1-naphthylamine (26.9 g.) is dissolved in 200 ml. of toluene and 36 g. of acetic anhydride is added while the temperature from the reaction exotherm is moderated at 50° C. to 60° C. with an ice-bath. The solution is heated to reflux for 0.5 hr. and then stirred at room temperature overnight. The mixture is then evaporated to dryness and the residue is washed well with ether. On drying, 26.1 g. of the title compound, m.p. 153° C. to 155° C., is obtained. RXN SMILES: [C:1]([CH3:2])([CH3:3])([CH3:4])[O:5][C:6](=[O:7])[N:8]1[CH:9]2[CH:10]([CH:11]([O:13][c:14]3[cH:15][cH:16][cH:17][cH:18][cH:19]3)[CH2:12]1)[N:20]([C:23]([CH:24]([CH:25]([CH3:26])[CH3:27])[NH:28][C:29]([O:30][CH2:31][c:32]1[cH:33][cH:34][cH:35][cH:36][cH:37]1)=[O:38])=[O:39])[CH2:21][CH2:22]2.[CH3:40][OH:41]>>[C:1]([CH3:2])([CH3:3])([CH3:4])[O:5][C:6](=[O:7])[N:8]1[CH:9]2[CH:10]([CH:11]([O:13][c:14]3[cH:15][cH:16][cH:17][cH:18][cH:19]3)[CH2:12]1)[N:20]([C:23]([CH:24]([CH:25]([CH3:26])[CH3:27])[NH2:28])=[O:39])[CH2:21][CH2:22]2. The product is CC(C)C(N)C(=O)N1CCC2C1C(Oc1ccccc1)CN2C(=O)OC(C)(C)C. Starting materials: CC(C)C(NC(=O)OCc1ccccc1)C(=O)N1CCC2C1C(Oc1ccccc1)CN2C(=O)OC(C)(C)C, CO. Starting materials: C(C=C)Br (allyl bromide), BrC1=CC(=C(C=C1)F)Cl (4-bromo-2-chlorofluorobenzene), [Mg] (magnesium), ice water, Cl (hydrochloric acid). The solvent is O1CCCC1 (tetrahydrofuran), O1CCCC1 (tetrahydrofuran). Conditions: time 16 hour. The product is arylmagnesium bromide, ClC=1C=C(C=CC1F)CC=C (3-(3-chloro-4-fluorophenyl)propene). The yield is 71.0%. RXN SMILES: Br[C:2]1[CH:7]=[CH:6][C:5]([F:8])=[C:4]([Cl:9])[CH:3]=1.[Mg].[CH2:11](Br)[CH:12]=[CH2:13].Cl>O1CCCC1>[Cl:9][C:4]1[CH:3]=[C:2]([CH2:13][CH:12]=[CH2:11])[CH:7]=[CH:6][C:5]=1[F:8]. Procedure: The corresponding arylmagnesium bromide was prepared from 406 g (1.94 mol) of 4-bromo-2-chlorofluorobenzene and 48.6 g (2.00 mol) of magnesium turnings in 1,300 ml of anhydrous tetrahydrofuran by the customary process. The solution thus obtained was added dropwise to a solution of 278.3 g (2.3 mol) of allyl bromide in 200 ml of anhydrous tetrahydrofuran at 30°-45° C. The mixture was then heated under reflux for 0.5 h, allowed to stand at room temperature for 16 h and poured onto 1.5 liters of ic... Reactants: CC1=CC=CC=2N=C(SC21)C(CC(C(F)F)=O)=O (1-(7-methylbenzothiazol-2-yl)-4,4-difluorobutane-1,3-dione), Cl.S(N)(=O)(=O)C1=CC=C(C=C1)NN (4-sulfamoylphenylhydrazine hydrochloride). Product: FC(C1=NN(C(=C1)C=1SC2=C(N1)C=CC=C2C)C2=CC=C(C=C2)S(=O)(=O)N)F (4-[3-difluoromethyl-5-(7-methylbenzothiazol-2-yl)-1H-pyrazol-1-yl]benzenesulfonamide). As a reaction SMILES: [CH3:1][C:2]1[C:10]2[S:9][C:8]([C:11](=O)[CH2:12][C:13](=O)[CH:14]([F:16])[F:15])=[N:7][C:6]=2[CH:5]=[CH:4][CH:3]=1.Cl.[S:20]([C:24]1[CH:29]=[CH:28][C:27]([NH:30][NH2:31])=[CH:26][CH:25]=1)(=[O:23])(=[O:22])[NH2:21]>>[F:15][CH:14]([F:16])[C:13]1[CH:12]=[C:11]([C:8]2[S:9][C:10]3[C:2]([CH3:1])=[CH:3][CH:4]=[CH:5][C:6]=3[N:7]=2)[N:30]([C:27]2[CH:26]=[CH:25][C:24]([S:20]([NH2:21])(=[O:23])=[O:22])=[CH:29][CH:28]=2)[N:31]=1 |f:1.2|. Procedure details: The procedure of Example 9 was repeated using 1-(7-methylbenzothiazol-2-yl)-4,4-difluorobutane-1,3-dione and 4-sulfamoylphenylhydrazine hydrochloride as the starting materials to obtain 4-[3-difluoromethyl-5-(7-methylbenzothiazol-2-yl)-1H-pyrazol-1-yl]benzenesulfonamide. NMR(DMSO-d6) δ: 2.54 (3H, s), 7.23 (1H, t, J=54.1 Hz), 7.34-7.57 (5H, m), 7.75-7.78 (3H, m), 7.94 (2H, d, J=8.6 Hz); mp 264-265° C. (ethyl acetate-ethanol)